From a dataset of the Open Reaction Database (ORD), a public repository of structured organic reaction records. describe an organic reaction: reactants, conditions, products, and yield Reactants: O=C([O-])O, Cc1cc(N)ccc1Oc1ncccc1-c1ccncn1, O=C(Cl)Cl, ClCCl, [Na+]. The product is Cc1cc(N=C=O)ccc1Oc1ncccc1-c1ccncn1. As a reaction SMILES: [C:22]([O-:23])(=[O:24])[OH:25].[CH3:1][c:2]1[cH:3][c:4]([NH2:21])[cH:5][cH:6][c:7]1[O:8][c:9]1[n:10][cH:11][cH:12][cH:13][c:14]1-[c:15]1[n:16][cH:17][n:18][cH:19][cH:20]1.[Cl:27][C:28](=[O:29])[Cl:30].[Cl:31][CH2:32][Cl:33].[Na+:26]>>[CH3:1][c:2]1[cH:3][c:4]([N:21]=[C:22]=[O:23])[cH:5][cH:6][c:7]1[O:8][c:9]1[n:10][cH:11][cH:12][cH:13][c:14]1-[c:15]1[n:16][cH:17][n:18][cH:19][cH:20]1. Reactants: CC1=CC=C2CCCC(C2=C1)C(=O)O (7-methyl-1,2,3,4-tetrahydronaphthalene-1-carboxylic acid), C(C)N1N=CC(=C1)CNC1=CC=C(C=C1)C(C)C ([(1-ethylpyrazol-4-yl)methyl](4-isopropylphenyl)amine). The product is C(C)N1N=CC(=C1)CN(C(=O)C1CCCC2=CC=C(C=C12)C)C1=CC=C(C=C1)C(C)C (N-[(1-ethylpyrazol-4-yl)methyl]-N-(4-isopropylphenyl)-7-methyl-1,2,3,4-tetrahydronaphthalene-1-carboxamide). The yield is 64.9%. As a reaction SMILES: [CH3:1][C:2]1[CH:11]=[C:10]2[C:5]([CH2:6][CH2:7][CH2:8][CH:9]2[C:12]([OH:14])=O)=[CH:4][CH:3]=1.[CH2:15]([N:17]1[CH:21]=[C:20]([CH2:22][NH:23][C:24]2[CH:29]=[CH:28][C:27]([CH:30]([CH3:32])[CH3:31])=[CH:26][CH:25]=2)[CH:19]=[N:18]1)[CH3:16]>>[CH2:15]([N:17]1[CH:21]=[C:20]([CH2:22][N:23]([C:24]2[CH:25]=[CH:26][C:27]([CH:30]([CH3:31])[CH3:32])=[CH:28][CH:29]=2)[C:12]([CH:9]2[C:10]3[C:5](=[CH:4][CH:3]=[C:2]([CH3:1])[CH:11]=3)[CH2:6][CH2:7][CH2:8]2)=[O:14])[CH:19]=[N:18]1)[CH3:16]. Procedure: By the reaction and treatment in the same manner as in Example 4 using 7-methyl-1,2,3,4-tetrahydronaphthalene-1-carboxylic acid (0.29 g) and [(1-ethylpyrazol-4-yl)methyl](4-isopropylphenyl)amine (0.37 g) as starting materials, N-[(1-ethylpyrazol-4-yl)methyl]-N-(4-isopropylphenyl)-7-methyl-1,2,3,4-tetrahydronaphthalene-1-carboxamide (0.41 g) was obtained. melting point: 110-112° C. The reactants are FC(C=1C=C(C=CC1)NC(=O)C1=NOC2=C1C=CC(=C2)OC2=NC(=NC=C2)Cl)(F)F (6-(2-chloro-pyrimidin-4-yloxy)-benzo[d]isoxazole-3-carboxylic acid (3-trifluoromethyl-phenyl)-amide), CN (methylamine). Run in C1CCOC1 (THF), O (water), CCOC(=O)C (EtOAc). Run at time 20 hour. Yields the product FC(C=1C=C(C=CC1)NC(=O)C1=NOC2=C1C=CC(=C2)OC2=NC(=NC=C2)NC)(F)F (6-(2-Methylamino-pyrimidin-4-yloxy)-benzo[d]isoxazole-3-carboxylic acid (3-trifluoromethyl-phenyl)-amide). Reaction SMILES: [F:1][C:2]([F:30])([F:29])[C:3]1[CH:4]=[C:5]([NH:9][C:10]([C:12]2[C:16]3[CH:17]=[CH:18][C:19]([O:21][C:22]4[CH:27]=[CH:26][N:25]=[C:24](Cl)[N:23]=4)=[CH:20][C:15]=3[O:14][N:13]=2)=[O:11])[CH:6]=[CH:7][CH:8]=1.[CH3:31][NH2:32]>C1COCC1.O.CCOC(C)=O>[F:1][C:2]([F:30])([F:29])[C:3]1[CH:4]=[C:5]([NH:9][C:10]([C:12]2[C:16]3[CH:17]=[CH:18][C:19]([O:21][C:22]4[CH:27]=[CH:26][N:25]=[C:24]([NH:32][CH3:31])[N:23]=4)=[CH:20][C:15]=3[O:14][N:13]=2)=[O:11])[CH:6]=[CH:7][CH:8]=1. Procedure: 50 mg (0.115 mMol) 6-(2-chloro-pyrimidin-4-yloxy)-benzo[d]isoxazole-3-carboxylic acid (3-trifluoromethyl-phenyl)-amide are dissolved in 5 ml THF. Then 250 μl methylamine (2 M in THF; 0.50 mMol) are added and the solution is stirred in a sealed tube for 20 h. The mixture is diluted with water and EtOAc, the aq. layer separated off and extracted with EtOAc. The organic layers are washed with water and brine, dried (Na2SO4) and concentrated. Chromatography (reversed phase; Gilson) gives the title c... Product: OC1=C(C(=O)O)C=C(C=C1)N(C(C1=CC=C(C=C1)C(F)(F)F)=O)CC=1SC=C(N1)C(=O)NCC1=CC=C(C=C1)OC1=CC=CC=C1 (2-hydroxy-5-{[(4-{[(4-phenoxybenzyl)amino]carbonyl}-1,3-thiazol-2-yl)methyl][4-(trifluoromethyl)benzoyl]amino}benzoic acid). Reactants: O(C1=CC=CC=C1)C1=CC=C(CN)C=C1 (4-phenoxybenzylamine), NC1=CC2=C(OC(OC2=O)(C)C)C=C1 (6-amino-2,2-dimethyl-4H-1,3-benzodioxin-4-one), ClCC=1SC=C(N1)C(=O)Cl (2-(chloromethyl)-1,3-thiazole-4-carbonyl chloride), FC(C1=CC=C(C(=O)Cl)C=C1)(F)F (4-(trifluoromethyl)benzoyl chloride). Reaction SMILES: [O:1]([C:8]1[CH:15]=[CH:14][C:11]([CH2:12][NH2:13])=[CH:10][CH:9]=1)[C:2]1[CH:7]=[CH:6][CH:5]=[CH:4][CH:3]=1.Cl[CH2:17][C:18]1[S:19][CH:20]=[C:21]([C:23](Cl)=[O:24])[N:22]=1.[F:26][C:27]([F:38])([F:37])[C:28]1[CH:36]=[CH:35][C:31]([C:32](Cl)=[O:33])=[CH:30][CH:29]=1.[NH2:39][C:40]1[CH:52]=[CH:51][C:43]2[O:44]C(C)(C)[O:46][C:47](=[O:48])[C:42]=2[CH:41]=1>>[OH:44][C:43]1[CH:51]=[CH:52][C:40]([N:39]([CH2:17][C:18]2[S:19][CH:20]=[C:21]([C:23]([NH:13][CH2:12][C:11]3[CH:10]=[CH:9][C:8]([O:1][C:2]4[CH:3]=[CH:4][CH:5]=[CH:6][CH:7]=4)=[CH:15][CH:14]=3)=[O:24])[N:22]=2)[C:32](=[O:33])[C:31]2[CH:35]=[CH:36][C:28]([C:27]([F:38])([F:37])[F:26])=[CH:29][CH:30]=2)=[CH:41][C:42]=1[C:47]([OH:48])=[O:46]. Procedure: The title compound was prepared following the procedure A using 4-phenoxybenzylamine, 2-(chloromethyl)-1,3-thiazole-4-carbonyl chloride, 4-(trifluoromethyl)benzoyl chloride and 6-amino-2,2-dimethyl-4H-1,3-benzodioxin-4-one. M+(ESI): 648.0 The reactants are BrC=1N(C2=NC(=NC(=C2N1)N)OCCOC)C1OCCCC1 (8-Bromo-2-{[2-(methoxy)ethyl]oxy}-9-(tetrahydro-2H-pyran-2-yl)-9H-purin-6-amine), C[O-].[Na+] (sodium methoxide). The solvent is CO (methanol), CO (methanol). Run at temperature 65 celsius. Yields the product COC=1N(C2=NC(=NC(=C2N1)N)OCCOC)C1OCCCC1 (8-(Methoxy)-2-{[2-(methyloxy)ethyl]oxy}-9-(tetrahydro-2H-pyran-2-yl)-9H-Purin-6-amine). Reaction SMILES: Br[C:2]1[N:3]([CH:17]2[CH2:22][CH2:21][CH2:20][CH2:19][O:18]2)[C:4]2[C:9]([N:10]=1)=[C:8]([NH2:11])[N:7]=[C:6]([O:12][CH2:13][CH2:14][O:15][CH3:16])[N:5]=2.[CH3:23][O-:24].[Na+]>CO>[CH3:23][O:24][C:2]1[N:3]([CH:17]2[CH2:22][CH2:21][CH2:20][CH2:19][O:18]2)[C:4]2[C:9]([N:10]=1)=[C:8]([NH2:11])[N:7]=[C:6]([O:12][CH2:13][CH2:14][O:15][CH3:16])[N:5]=2 |f:1.2|. Procedure details: 8-Bromo-2-{[2-(methoxy)ethyl]oxy}-9-(tetrahydro-2H-pyran-2-yl)-9H-purin-6-amine (1.4489 g) was suspended in dry methanol (11.5 mL) and then treated with 25% (w/v) sodium methoxide in methanol (2.5 mL). The reaction mixture was heated to reflux (65° C., externally) were upon a solution was obtained. After 4 hours the reaction mixture was concentrated under reduced pressure and saturated aqueous ammonium chloride (100 mL) was added. This was then extracted with ethyl acetate (100 mL, twice). The o... Reactants: ClC1=CC=C(C=C1)[C@H]1CN(CC[C@@H]1[C@H](C)OC1=CC(=C(C=C1)Cl)Cl)C(=O)C1CCN(CC1)C1=NC=C(C=C1)C#N (4-{(3S,4S)-3-(4-Chloro-phenyl)-4-[(S)-1-(3,4-dichloro-phenoxy)-ethyl]-piperidine-1-carbonyl}-3,4,5,6-tetrahydro-2H-[1,2′]bipyridinyl-5′-carbonitrile), N1CCCCC1 (piperidine), C(C1=CC=CC=C1)N1C[C@@H]([C@H](CC1)[C@@H](C)O)C1=CC=C(C=C1)Cl ((R)-1-[(3S,4S)-1-Benzyl-3-(4-chloro-phenyl)-piperidin-4-yl]-ethanol), FC(C1=CC=C(C=C1)O)(F)F (4-trifluoromethyl-phenol), CCN(C(C)C)C(C)C (DIPEA), ClC(C)OC(=O)Cl (1-chloroethyl-chloroformate). Solvent: CO (methanol). Yields the product C(#N)C=1C=CC(=NC1)N1CCC(CC1)C(=O)O (5′-Cyano-3,4,5,6-tetrahydro-2H-[1,2′]bipyridinyl-4-carboxylic acid), ClC1=CC=C(C=C1)[C@H]1CN(CC[C@@H]1[C@H](C)OC1=CC=C(C=C1)C(F)(F)F)C(=O)C1CCN(CC1)C1=NC=C(C=C1)C#N (4-{(3S,4S)-3-(4-Chloro-phenyl)-4-[(S)-1-(4-trifluoromethyl-phenoxy)-ethyl]-piperidine-1-carbonyl}-3,4,5,6-tetrahydro-2H-[1,2′]bipyridinyl-5′-carbonitrile). Reaction SMILES: [Cl:1][C:2]1[CH:7]=[CH:6][C:5]([C@@H:8]2[C@@H:13]([C@@H:14]([O:16][C:17]3[CH:22]=[CH:21][C:20](Cl)=[C:19](Cl)[CH:18]=3)[CH3:15])[CH2:12][CH2:11][N:10]([C:25]([CH:27]3[CH2:32][CH2:31][N:30]([C:33]4[CH:38]=[CH:37][C:36]([C:39]#[N:40])=[CH:35][N:34]=4)[CH2:29][CH2:28]3)=[O:26])[CH2:9]2)=[CH:4][CH:3]=1.N1CCCCC1.C(N1CC[C@H]([C@H]([OH:62])C)[C@@H](C2C=CC(Cl)=CC=2)C1)C1C=CC=CC=1.[F:70][C:71]([F:80])([F:79])C1C=CC(O)=CC=1.ClC(OC(Cl)=O)C.CCN(C(C)C)C(C)C>CO>[C:39]([C:36]1[CH:37]=[CH:38][C:33]([N:30]2[CH2:31][CH2:32][CH:27]([C:25]([OH:26])=[O:62])[CH2:28][CH2:29]2)=[N:34][CH:35]=1)#[N:40].[Cl:1][C:2]1[CH:7]=[CH:6][C:5]([C@@H:8]2[C@@H:13]([C@@H:14]([O:16][C:17]3[CH:22]=[CH:21][C:20]([C:71]([F:80])([F:79])[F:70])=[CH:19][CH:18]=3)[CH3:15])[CH2:12][CH2:11][N:10]([C:25]([CH:27]3[CH2:28][CH2:29][N:30]([C:33]4[CH:38]=[CH:37][C:36]([C:39]#[N:40])=[CH:35][N:34]=4)[CH2:31][CH2:32]3)=[O:26])[CH2:9]2)=[CH:4][CH:3]=1. Procedure: In analogy to the procedure described for the synthesis of 4-{(3S,4S)-3-(4-Chloro-phenyl)-4-[(S)-1-(3,4-dichloro-phenoxy)-ethyl]-piperidine-1-carbonyl}-3,4,5,6-tetrahydro-2H-[1,2′]bipyridinyl-5′-carbonitrile (example 49) the respective piperidine derivative was prepared from (R)-1-[(3S,4S)-1-Benzyl-3-(4-chloro-phenyl)-piperidin-4-yl]-ethanol and 4-trifluoromethyl-phenol via Mitsunobu reaction and subsequently the benzyl group was cleaved by treatment with 1-chloroethyl-chloroformate, DIPEA and m...